Dataset: the Open Reaction Database (ORD), a public repository of structured organic reaction records. Task: describe an organic reaction: reactants, conditions, products, and yield The reactants are NC1=C(NC2=CC(=CC=C12)Cl)C(C1=CC=CC=C1)=O (3-amino-2-benzoyl-6-chloroindole), FC(CC(=O)O)(F)F (3,3,3-trifluoropropionic acid). Run in C(C)(=O)OCC.CCCCCC (ethyl acetate hexane). Yields the product C(C1=CC=CC=C1)(=O)C=1NC2=CC(=CC=C2C1NC(CC(F)(F)F)=O)Cl (2-Benzoyl-6-chloro-3-(3,3,3-trifluoropropionylamino)indole). RXN SMILES: [NH2:1][C:2]1[C:10]2[C:5](=[CH:6][C:7]([Cl:11])=[CH:8][CH:9]=2)[NH:4][C:3]=1[C:12](=[O:19])[C:13]1[CH:18]=[CH:17][CH:16]=[CH:15][CH:14]=1.[F:20][C:21]([F:27])([F:26])[CH2:22][C:23](O)=[O:24]>C(OCC)(=O)C.CCCCCC>[C:12]([C:3]1[NH:4][C:5]2[C:10]([C:2]=1[NH:1][C:23](=[O:24])[CH2:22][C:21]([F:27])([F:26])[F:20])=[CH:9][CH:8]=[C:7]([Cl:11])[CH:6]=2)(=[O:19])[C:13]1[CH:18]=[CH:17][CH:16]=[CH:15][CH:14]=1 |f:2.3|. Reported procedure: The title compound was prepared according to the procedure described in Example 114 employing 3-amino-2-benzoyl-6-chloroindole (Example 1) and 3,3,3-trifluoropropionic acid. m.p.: 201-204° C. (ethyl acetate/hexane) The reactants are CC(=O)OC(C)=O, CCO, Nc1ccc(S(=O)(=O)O)c2ccccc12, c1ccncc1. Yields the product CC(=O)Nc1ccc(S(=O)(=O)O)c2ccccc12, c1ccncc1. Reaction SMILES: [CH3:22][C:23](=[O:24])[O:25][C:26](=[O:27])[CH3:28].[CH3:29][CH2:30][OH:31].[NH2:1][c:2]1[cH:3][cH:4][c:5]([S:12](=[O:13])(=[O:14])[OH:15])[c:6]2[cH:7][cH:8][cH:9][cH:10][c:11]12.[cH:16]1[cH:17][cH:18][n:19][cH:20][cH:21]1>>[NH:1]([c:2]1[cH:3][cH:4][c:5]([S:12](=[O:13])(=[O:14])[OH:15])[c:6]2[cH:7][cH:8][cH:9][cH:10][c:11]12)[C:23]([CH3:22])=[O:24].[cH:16]1[cH:17][cH:18][n:19][cH:20][cH:21]1. The reactants are Cl, [Na+], OC1CCCCC1N1CCC2(CC1)OCCO2, C1COCCO1, [OH-], O. Product: O=C1CCN(C2CCCCC2O)CC1. RXN SMILES: [ClH:18].[Na+:21].[O:1]1[CH2:3][CH2:2][O:4][C:5]12[CH2:6][CH2:7][N:8]([CH:11]1[CH:12]([OH:17])[CH2:13][CH2:14][CH2:15][CH2:16]1)[CH2:9][CH2:10]2.[O:22]1[CH2:23][CH2:24][O:25][CH2:26][CH2:27]1.[OH-:20].[OH2:19]>>[O:4]=[C:5]1[CH2:6][CH2:7][N:8]([CH:11]2[CH:12]([OH:17])[CH2:13][CH2:14][CH2:15][CH2:16]2)[CH2:9][CH2:10]1. Starting materials: BrC=1N=CC(=NC1)N (5-bromo-2-pyrazinamine), [C-]#N.[K+] (KCN), C(C)(=O)OCC (ethyl acetate). The reagents and catalysts are [Cu]I (CuI), C=1C=CC(=CC1)[P](C=2C=CC=CC2)(C=3C=CC=CC3)[Pd]([P](C=4C=CC=CC4)(C=5C=CC=CC5)C=6C=CC=CC6)([P](C=7C=CC=CC7)(C=8C=CC=CC8)C=9C=CC=CC9)[P](C=1C=CC=CC1)(C=1C=CC=CC1)C=1C=CC=CC1 ((PPh3)4Pd), C1COCCOCCOCCOCCOCCO1 (18-crown-6). Solvent: CN(C=O)C (N,N-dimethylformamide). Yields the product NC=1N=CC(=NC1)C#N (5-amino-2-pyrazinecarbonitrile). Isolated yield 94.4%. As a reaction SMILES: Br[C:2]1[N:3]=[CH:4][C:5]([NH2:8])=[N:6][CH:7]=1.[C-:9]#[N:10].[K+].C(OCC)(=O)C>CN(C)C=O.[Cu]I.C1C=CC([P]([Pd]([P](C2C=CC=CC=2)(C2C=CC=CC=2)C2C=CC=CC=2)([P](C2C=CC=CC=2)(C2C=CC=CC=2)C2C=CC=CC=2)[P](C2C=CC=CC=2)(C2C=CC=CC=2)C2C=CC=CC=2)(C2C=CC=CC=2)C2C=CC=CC=2)=CC=1.C1OCCOCCOCCOCCOCCOC1>[NH2:8][C:5]1[N:6]=[CH:7][C:2]([C:9]#[N:10])=[N:3][CH:4]=1 |f:1.2,^1:28,30,49,68|. Procedure details: A mixture of Example 1A (19.29 g, 105 mmol), freshly powdered KCN (16.9 g, 260 mmol), CuI (49.5 g, 260 mmol), 18-crown-6 (2.08 g, 7.8 mmol), and (PPh3)4Pd (1.8 g, 1.57 mmol) in N,N-dimethylformamide (600 mL) was stirred at room temperature for 30 minutes and heated to reflux in an oil bath preheated to about 200° C. The solution was stirred at reflux for 3 hours, cooled to room temperature, poured into ethyl acetate (1 L), filtered through diatomaceous earth (Celite®), treated with silica gel (1... Isolated yield 17.1%. Reaction SMILES: [Cl:1][C:2]1[CH:7]=[CH:6][N:5]=[C:4]([C:8]([CH3:10])=[CH2:9])[CH:3]=1.[Cl:11]N1C(=O)CCC1=O.C(Cl)(Cl)(Cl)Cl>CCCCCC>[Cl:1][C:2]1[CH:7]=[CH:6][N:5]=[C:4]([C:8]([CH2:10][Cl:11])=[CH2:9])[CH:3]=1. The solvent is CCCCCC (n-hexane). Starting materials: ClC1=CC(=NC=C1)C(=C)C (4-chloro-2-isopropenylpyridine), ClN1C(CCC1=O)=O (N-chlorosuccinimide), C(Cl)(Cl)(Cl)Cl (carbon tetrachloride). Product: ClC1=CC(=NC=C1)C(=C)CCl (4-chloro-2-(1-chloromethylvinyl)pyridine). Procedure details: A mixture of 4.3 g of 4-chloro-2-isopropenylpyridine, 3.8 g of N-chlorosuccinimide and 10 ml of carbon tetrachloride was stirred in an oil bath at 150° to 160° C. for hour. After the reaction mixture was cooled to room temperature, n-hexane was added thereto to remove the insoluble matter through filtration. After distilling off the solvent, the residue was purified by silica gel column chromatography (eluted with n-hexane-ethyl acetate 20:1) to obtain 0.90 g of the objective compound. Starting materials: [BH4-], COCCOCCOC, Cn1cc(C(N)=O)nn1, CO, [Cl-], [Li+], [NH4+]. Product: Cn1cc(CN)nn1, Cl. Reaction SMILES: [BH4-:10].[CH3:14][O:15][CH2:16][CH2:17][O:18][CH2:19][CH2:20][O:21][CH3:22].[CH3:1][n:2]1[n:3][n:4][c:5]([C:7](=[O:8])[NH2:9])[cH:6]1.[CH3:23][OH:24].[Cl-:12].[Li+:11].[NH4+:13]>>[CH3:1][n:2]1[n:3][n:4][c:5]([CH2:7][NH2:9])[cH:6]1.[ClH:12]. Starting materials: C1(=CC=C(C=C1)S(=O)(=O)O)C (p-toluenesulfonic acid), OCC(CO)(CC)CO (2,2-bis(hydroxymethyl)-1-butanol), C([O-])([O-])=O.[K+].[K+] (potassium carbonate). The solvent is CC(=O)C (acetone). Conditions: time 4 hour. Yields the product CC1(OCC(CO1)(CO)CC)C (2,2-dimethyl-5-ethyl-5-(hydroxymethyl)-1,3-dioxane). Isolated yield 8050.3%. As a reaction SMILES: [C:1]1(C)[CH:6]=CC(S(O)(=O)=O)=C[CH:2]=1.[OH:12][CH2:13][C:14]([CH2:19][OH:20])([CH2:17][CH3:18])[CH2:15][OH:16].C(=O)([O-])[O-].[K+].[K+]>CC(C)=O>[CH3:2][C:1]1([CH3:6])[O:16][CH2:15][C:14]([CH2:17][CH3:18])([CH2:19][OH:20])[CH2:13][O:12]1 |f:2.3.4|. Procedure details: 2.75 g of p-toluenesulfonic acid are added to 275 g (2.05 mol) of 2,2-bis(hydroxymethyl)-1-butanol in 1.4 1 of acetone, and the mixture is heated to reflux. After 4 hours, the solution is neutralized while still hot by adding 8.25 g of potassium carbonate, and the mixture is stirred for a further 30 minutes and subsequently allowed to stand overnight at room temperature. The turbid mixture is filtered through kieselguhr, and the solvent is removed by distillation in vacuo, leaving 400 ml of a tu... Starting materials: Fc1ccc(Br)c2ccccc12, CN1Cc2ccsc2C(O)C1. The product is CN1Cc2ccsc2C(Oc2ccc(Br)c3ccccc23)C1. RXN SMILES: [Br:12][c:13]1[cH:14][cH:15][c:16]([F:23])[c:17]2[cH:18][cH:19][cH:20][cH:21][c:22]12.[CH3:1][N:2]1[CH2:3][c:4]2[c:5]([s:9][cH:10][cH:11]2)[CH:6]([OH:8])[CH2:7]1>>[CH3:1][N:2]1[CH2:3][c:4]2[c:5]([s:9][cH:10][cH:11]2)[CH:6]([O:8][c:16]2[cH:15][cH:14][c:13]([Br:12])[c:22]3[c:17]2[cH:18][cH:19][cH:20][cH:21]3)[CH2:7]1.